describe an organic reaction: reactants, conditions, products, and yield From a dataset of the Open Reaction Database (ORD), a public repository of structured organic reaction records. Reactants: ClCCOCC1=C(C(NC(N1)=O)C1=CC(=CC=C1)Cl)C(=O)O (6-(2-chloroethoxymethyl)-4-(3-chlorophenyl)-2-oxo-1,2,3,4-tetrahydropyrimidine-5-carboxylic acid), C1(=CC=CC=C1)CCCN (3-phenylpropylamine), CCN=C=NCCCN(C)C.Cl (WSC hydrochloride). Solvent: ClCCl (dichloromethane). Run at time 8 hour. The product is C1(=CC=CC=C1)CCCNC(=O)C=1C(NC(NC1COCCCl)=O)C1=CC(=CC=C1)Cl (6-(2-chloroethoxymethyl)-4-(3-chlorophenyl)-2-oxo-1,2,3,4-tetrahydropyrimidine-5-carboxylic acid (3-phenylpropyl)amide). As a reaction SMILES: [Cl:1][CH2:2][CH2:3][O:4][CH2:5][C:6]1[NH:11][C:10](=[O:12])[NH:9][CH:8]([C:13]2[CH:18]=[CH:17][CH:16]=[C:15]([Cl:19])[CH:14]=2)[C:7]=1[C:20]([OH:22])=O.[C:23]1([CH2:29][CH2:30][CH2:31][NH2:32])[CH:28]=[CH:27][CH:26]=[CH:25][CH:24]=1.CCN=C=NCCCN(C)C.Cl>ClCCl>[C:23]1([CH2:29][CH2:30][CH2:31][NH:32][C:20]([C:7]2[CH:8]([C:13]3[CH:18]=[CH:17][CH:16]=[C:15]([Cl:19])[CH:14]=3)[NH:9][C:10](=[O:12])[NH:11][C:6]=2[CH2:5][O:4][CH2:3][CH2:2][Cl:1])=[O:22])[CH:28]=[CH:27][CH:26]=[CH:25][CH:24]=1 |f:2.3|. Reported procedure: 205 mg (0.594 mmol) of 6-(2-chloroethoxymethyl)-4-(3-chlorophenyl)-2-oxo-1,2,3,4-tetrahydropyrimidine-5-carboxylic acid and 96.4 mg (0.713 mmol) of 3-phenylpropylamine were dissolved in 10 ml of dichloromethane. 171 mg (0.891 mmol) of WSC hydrochloride was added to the obtained solution under cooling with ice, and they were stirred at room temperature overnight. After the concentration under reduced pressure, the reaction mixture was diluted with ethyl acetate and then washed with 1 N hydrochlor...